This data is from the Open Reaction Database (ORD), a public repository of structured organic reaction records. The task is: describe an organic reaction: reactants, conditions, products, and yield Starting materials: C(C)N1C(=NC(=C1)C(O)C1CCNCC1)C1=CC=CC2=CC=CC=C12 ((1-ethyl-2-naphthalen-1-yl-1H-imidazol-4-yl)-piperidin-4-yl-methanol), C1(CCC1)=O (cyclobutanone), C(C)(=O)O (acetic acid), [BH-](OC(=O)C)(OC(=O)C)OC(=O)C.[Na+] (NaBH(OAc)3). The solvent is CH2ClCH2Cl, C(Cl)Cl (CH2Cl2). Run at time 8 hour. The product is C1(CCC1)N1CCC(CC1)C(O)C=1N=C(N(C1)CC)C1=CC=CC2=CC=CC=C12 ((1-cyclobutyl-piperidin-4-yl)-(1-ethyl-2-naphthalen-1-yl-1H-imidazol-4-yl)-methanol). RXN SMILES: [CH2:1]([N:3]1[CH:7]=[C:6]([CH:8]([CH:10]2[CH2:15][CH2:14][NH:13][CH2:12][CH2:11]2)[OH:9])[N:5]=[C:4]1[C:16]1[C:25]2[C:20](=[CH:21][CH:22]=[CH:23][CH:24]=2)[CH:19]=[CH:18][CH:17]=1)[CH3:2].[C:26]1(=O)[CH2:29][CH2:28][CH2:27]1.[BH-](OC(C)=O)(OC(C)=O)OC(C)=O.[Na+].C(O)(=O)C>C(Cl)Cl>[CH:26]1([N:13]2[CH2:12][CH2:11][CH:10]([CH:8]([C:6]3[N:5]=[C:4]([C:16]4[C:25]5[C:20](=[CH:21][CH:22]=[CH:23][CH:24]=5)[CH:19]=[CH:18][CH:17]=4)[N:3]([CH2:1][CH3:2])[CH:7]=3)[OH:9])[CH2:15][CH2:14]2)[CH2:29][CH2:28][CH2:27]1 |f:2.3|. Procedure details: To a solution of (1-ethyl-2-naphthalen-1-yl-1H-imidazol-4-yl)-piperidin-4-yl-methanol (0.53 g) in CH2ClCH2Cl (12 ml) is added cyclobutanone (0.95 ml), followed by NaBH(OAc)3 and acetic acid (0.1 ml). The resulting mixture is stirred at rt overnight, diluted with CH2Cl2, washed with Na2CO3 (1M), H2O and brine, dried and solvent removed. The crude is purified by column (2% Et3N, 3% MeOH in EtOAc) to afford the title compound as a white solid, LCMS 390.1 (M+1).